From a dataset of the Open Reaction Database (ORD), a public repository of structured organic reaction records. describe an organic reaction: reactants, conditions, products, and yield Starting materials: C(C1=CC=CC=C1)N1C(=NC(=C1)C(C)O)C (1-benzyl-4-(1-hydroxyethyl)-2-methylimidazole), [H][H] (Hydrogen). Procedure details: A Parr shaker was charged with 10.0 g (46.23 mmole) of 1-benzyl-4-(1-hydroxyethyl)-2-methylimidazole, 60 ml of methanol and 2.0 g of 5% palladium-on-carbon (50% water). Hydrogen gas was introduced to 30 psi (2.04 atmospheres), the mixture heated to 50° C. and shaken for 16 hours. It was cooled to 30° C., filtered through diatomaceous earth and the filter cake washed with 10 ml of methanol. Evaporation of the combined filtrate and wash under reduced pressure gave 6.44 g (97% yield) of the title p... Run in CO (methanol). As a reaction SMILES: C([N:8]1[CH:12]=[C:11]([CH:13]([OH:15])[CH3:14])[N:10]=[C:9]1[CH3:16])C1C=CC=CC=1.[H][H]>[Pd].CO>[OH:15][CH:13]([C:11]1[N:10]=[C:9]([CH3:16])[NH:8][CH:12]=1)[CH3:14]. Conditions: temperature 50 celsius, time 16 hour. Isolated yield 110.4%. Yields the product OC(C)C=1N=C(NC1)C (4-(1-Hydroxyethyl)-2-methylimidazole). Reagents/catalysts: [Pd] (palladium-on-carbon). Reactants: N1=CC=C(C2=CC=CC=C12)C=O (quinoline-4-carbaldehyde), C(C)(C)(C)[Li] (tert.-butyllithium), C(C1=CC=CC=C1)OC1=C(C=C(C=C1)Br)OC (4-(benzyloxy)-3-methoxy-bromobenzene), O (water). The solvent is O1CCCC1 (tetrahydrofuran), O1CCCC1 (tetrahydrofuran), C(C)(=O)O (acetic acid). Run at time 1 hour. Product: C(C1=CC=CC=C1)OC1=C(C=C(C=C1)C(O)C1=CC=NC2=CC=CC=C12)OC (α-[4-(benzyloxy)-3-methoxyphenyl]-4-quinolinemethanol). As a reaction SMILES: C([Li])(C)(C)C.[CH2:6]([O:13][C:14]1[CH:19]=[CH:18][C:17](Br)=[CH:16][C:15]=1[O:21][CH3:22])[C:7]1[CH:12]=[CH:11][CH:10]=[CH:9][CH:8]=1.[N:23]1[C:32]2[C:27](=[CH:28][CH:29]=[CH:30][CH:31]=2)[C:26]([CH:33]=[O:34])=[CH:25][CH:24]=1.O>O1CCCC1.C(O)(=O)C>[CH2:6]([O:13][C:14]1[CH:19]=[CH:18][C:17]([CH:33]([C:26]2[C:27]3[C:32](=[CH:31][CH:30]=[CH:29][CH:28]=3)[N:23]=[CH:24][CH:25]=2)[OH:34])=[CH:16][C:15]=1[O:21][CH3:22])[C:7]1[CH:12]=[CH:11][CH:10]=[CH:9][CH:8]=1. Procedure details: 25 ml of tert.-butyllithium solution (1.4M in hexane) are added dropwise at -70° within 10 minutes to 10 g of 4-(benzyloxy)-3-methoxy-bromobenzene dissolved in 100 ml of tetrahydrofuran. After stirring at -70° for 1 hour, 5 g of quinoline-4-carbaldehyde dissolved in 50 ml of tetrahydrofuran are added dropwise within 30 minutes. The reaction mixture is stirred at -40° for 1 hour and at -5° for 1 hour, poured into 200 ml of water and adjusted to pH 4 with glacial acetic acid. The mixture is extrac... Starting materials: BrCC(=O)N[C@H]1[C@@H]2N(C(=C(CS2)OC)C(=O)O)C1=O (7β-bromoacetylamino-3-methoxy-3-cephem-4-carboxylic acid), [N-]=[N+]=[N-].[Na+] (sodium azide). Run in O (water), O (water), C(C)O (ethanol). Run at time 15 hour. The product is N(=[N+]=[N-])CC(=O)N[C@H]1[C@@H]2N(C(=C(CS2)OC)C(=O)O)C1=O (7β-Azidoacetylamino-3-methoxy-3-cephem-4-carboxylic acid). Reaction SMILES: Br[CH2:2][C:3]([NH:5][C@@H:6]1[C:18](=[O:19])[N:8]2[C:9]([C:15]([OH:17])=[O:16])=[C:10]([O:13][CH3:14])[CH2:11][S:12][C@H:7]12)=[O:4].[N-:20]=[N+:21]=[N-:22].[Na+]>C(O)C.O>[N:20]([CH2:2][C:3]([NH:5][C@@H:6]1[C:18](=[O:19])[N:8]2[C:9]([C:15]([OH:17])=[O:16])=[C:10]([O:13][CH3:14])[CH2:11][S:12][C@H:7]12)=[O:4])=[N+:21]=[N-:22] |f:1.2|. Procedure: A solution, prepared at 30° C., of 7β-bromoacetylamino-3-methoxy-3-cephem-4-carboxylic acid (about 0.15 mmol), prepared according to the process described in Example 43, in 10 ml of ethanol and 0.3 ml of water is mixed with a solution of 0.03 g of sodium azide in 0.5 ml of water. The reaction mixture is stirred for 15 hours at room temperature with exclusion of light and is then worked up according to the process described in Example 41. 7β-Azidoacetylamino-3-methoxy-3-cephem-4-carboxylic acid i... The product is CC(C)(C)C(NC(=O)c1ccc(-c2cnc3nnc(C4(c5ccc6ncccc6c5)CC4)n3n2)cc1)C(=O)O. Reactants: CC(C)(C)OC(=O)C(NC(=O)c1ccc(-c2cnc3nnc(C4(c5ccc6ncccc6c5)CC4)n3n2)cc1)C(C)(C)C, ClCCl, O=C(O)C(F)(F)F. As a reaction SMILES: [C:1]([CH3:2])([CH3:3])([CH3:4])[O:5][C:6]([CH:7]([C:8]([CH3:9])([CH3:10])[CH3:11])[NH:12][C:13]([c:14]1[cH:15][cH:16][c:17](-[c:20]2[cH:21][n:22][c:23]3[n:24]([n:25]2)[c:26]([C:29]2([c:32]4[cH:33][c:34]5[cH:35][cH:36][cH:37][n:38][c:39]5[cH:40][cH:41]4)[CH2:30][CH2:31]2)[n:27][n:28]3)[cH:18][cH:19]1)=[O:42])=[O:43].[CH2:51]([Cl:52])[Cl:53].[F:44][C:45]([F:46])([F:47])[C:48]([OH:49])=[O:50]>>[O:5]=[C:6]([CH:7]([C:8]([CH3:9])([CH3:10])[CH3:11])[NH:12][C:13]([c:14]1[cH:15][cH:16][c:17](-[c:20]2[cH:21][n:22][c:23]3[n:24]([n:25]2)[c:26]([C:29]2([c:32]4[cH:33][c:34]5[cH:35][cH:36][cH:37][n:38][c:39]5[cH:40][cH:41]4)[CH2:30][CH2:31]2)[n:27][n:28]3)[cH:18][cH:19]1)=[O:42])[OH:43]. The reactants are ClC1=CC=C(C=C1)S(=O)(=O)C1C(COC2=C(C=CC(=C12)F)F)COS(=O)(=O)C (Methanesulfonic acid 4-(4-chloro-benzenesulfonyl)-5,8-difluoro-chroman-3-ylmethyl ester), SCCO (2-mercaptoethanol), [OH-].[Na+] (NaOH). Run in CO (methanol). Run at temperature 77 celsius. Product: ClC1=CC=C(C=C1)S(=O)(=O)C1C(COC2=C(C=CC(=C12)F)F)CSCCO (2-[4-(4-Chloro-benzenesulfonyl)-5,8-difluoro-chroman-3-ylmethylsulfanyl]-ethanol). As a reaction SMILES: [Cl:1][C:2]1[CH:7]=[CH:6][C:5]([S:8]([CH:11]2[C:20]3[C:15](=[C:16]([F:22])[CH:17]=[CH:18][C:19]=3[F:21])[O:14][CH2:13][CH:12]2[CH2:23]OS(C)(=O)=O)(=[O:10])=[O:9])=[CH:4][CH:3]=1.[SH:29][CH2:30][CH2:31][OH:32].[OH-].[Na+]>CO>[Cl:1][C:2]1[CH:3]=[CH:4][C:5]([S:8]([CH:11]2[C:20]3[C:15](=[C:16]([F:22])[CH:17]=[CH:18][C:19]=3[F:21])[O:14][CH2:13][CH:12]2[CH2:23][S:29][CH2:30][CH2:31][OH:32])(=[O:9])=[O:10])=[CH:6][CH:7]=1 |f:2.3|. Procedure: Methanesulfonic acid 4-(4-chloro-benzenesulfonyl)-5,8-difluoro-chroman-3-ylmethyl ester described in Example 10, Step 6 (230 mg, 0.51 mmol) was dissolved in 7.0 mL of methanol and treated with 992 mg (12.7 mmol) of 2-mercaptoethanol and 2.0 mL of 1 M aqueous NaOH. The mixture was heated with a reflux condenser at 77° C. overnight. The mixture was cooled and partitioned between water and DCM. Aqueous phase was extracted with DCM. Combined organic phase was dried over MgSO4 and concentrated. The p... The reactants are ClC1(C(NC2=CC=C(C=C12)Cl)=O)C1=C(C=CC(=C1)N1CCCCC1)OC (3,5-dichloro-3-(2-methoxy-5-piperidin-1-ylphenyl)-1,3-dihydro-2H-indol-2-one), FC(C(=O)O)(F)F.O[C@@H]1C[C@H](NC1)C(=O)N(C)C ((4R)-4-hydroxy-N,N-dimethyl-L-prolinamide trifluoroacetate). Yields the product ClC=1C=C2C(C(NC2=CC1)=O)(C1=C(C=CC(=C1)N1CCCCC1)OC)N1[C@H](C(=O)N(C)C)C[C@H](C1)O ((4R)-1-[5-chloro-3-(2-methoxy-5-piperidin-1-ylphenyl)-2-oxo-2,3-dihydro-1H-indol-3-yl]-4-hydroxy-N,N-dimethyl-L-prolinamide). As a reaction SMILES: Cl[C:2]1([C:13]2[CH:18]=[C:17]([N:19]3[CH2:24][CH2:23][CH2:22][CH2:21][CH2:20]3)[CH:16]=[CH:15][C:14]=2[O:25][CH3:26])[C:10]2[C:5](=[CH:6][CH:7]=[C:8]([Cl:11])[CH:9]=2)[NH:4][C:3]1=[O:12].FC(F)(F)C(O)=O.[OH:34][C@H:35]1[CH2:39][NH:38][C@H:37]([C:40]([N:42]([CH3:44])[CH3:43])=[O:41])[CH2:36]1>>[Cl:11][C:8]1[CH:9]=[C:10]2[C:5](=[CH:6][CH:7]=1)[NH:4][C:3](=[O:12])[C:2]2([N:38]1[CH2:39][C@H:35]([OH:34])[CH2:36][C@H:37]1[C:40]([N:42]([CH3:44])[CH3:43])=[O:41])[C:13]1[CH:18]=[C:17]([N:19]2[CH2:24][CH2:23][CH2:22][CH2:21][CH2:20]2)[CH:16]=[CH:15][C:14]=1[O:25][CH3:26] |f:1.2|. Procedure: With 1.10 g of the compound obtained in Step 193-3 and (4R)-4-hydroxy-N,N-dimethyl-L-prolinamide trifluoroacetate (1.83 mmol) as starting materials, respectively 202 mg (Isomer A, brown amorphous) and 343 mg (Isomer B, brown amorphous) of two species of diastereoisomers of the title compound were obtained by a similar procedure to Step 4-2. The reactants are BrC=1C=NC(=NC1)N1C[C@H](OCC1)CN1N=NC=2C1=NC(=CN2)C=2C=CC(=C(C#N)C2)F ((S)-5-(1-((4-(5-bromopyrimidin-2-yl)morpholine-2-yl)methyl)-1H-[1,2,3]triazolo[4,5-b]pyrazin-6-yl)-2-fluorobenzonitrile), O1CCOCC1 (1,4-dioxane), FC1=C(CN2CCOCC2)C=CC(=C1)B1OC(C(O1)(C)C)(C)C (4-(2-fluoro-4-(4,4,5,5-tetramethyl-1,3,2-dioxaborolane-2-yl)benzyl)morpholine), C(=O)([O-])[O-].[K+].[K+] (K2CO3). The reagents and catalysts are C1=CC=C(C=C1)P([C-]2C=CC=C2)C3=CC=CC=C3.C1=CC=C(C=C1)P([C-]2C=CC=C2)C3=CC=CC=C3.Cl[Pd]Cl.[Fe+2] (Pd(dppf)2Cl2). The solvent is O (water). Run at time 10 minute. Product: FC1=C(C#N)C=C(C=C1)C1=CN=C2C(=N1)N(N=N2)C[C@@H]2CN(CCO2)C2=NC=C(C=N2)C2=CC(=C(C=C2)CN2CCOCC2)F ((S)-2-fluoro-5-(1-((4-(5-(3-fluoro-4-(morpholinomethyl)phenyl)-pyrimidin-2-yl)morpholine-2-yl)methyl)-1H-[1,2,3]triazolo[4,5-b]pyrazin-6-yl)benzonitrile). The yield is 93.7%. Reaction SMILES: Br[C:2]1[CH:3]=[N:4][C:5]([N:8]2[CH2:13][CH2:12][O:11][C@H:10]([CH2:14][N:15]3[C:19]4=[N:20][C:21]([C:24]5[CH:25]=[CH:26][C:27]([F:32])=[C:28]([CH:31]=5)[C:29]#[N:30])=[CH:22][N:23]=[C:18]4[N:17]=[N:16]3)[CH2:9]2)=[N:6][CH:7]=1.C([O-])([O-])=O.[K+].[K+].O1CCOCC1.[F:45][C:46]1[CH:58]=[C:57](B2OC(C)(C)C(C)(C)O2)[CH:56]=[CH:55][C:47]=1[CH2:48][N:49]1[CH2:54][CH2:53][O:52][CH2:51][CH2:50]1>C1C=CC(P(C2C=CC=CC=2)[C-]2C=CC=C2)=CC=1.C1C=CC(P(C2C=CC=CC=2)[C-]2C=CC=C2)=CC=1.Cl[Pd]Cl.[Fe+2].O>[F:32][C:27]1[CH:26]=[CH:25][C:24]([C:21]2[N:20]=[C:19]3[N:15]([CH2:14][C@H:10]4[O:11][CH2:12][CH2:13][N:8]([C:5]5[N:4]=[CH:3][C:2]([C:57]6[CH:56]=[CH:55][C:47]([CH2:48][N:49]7[CH2:54][CH2:53][O:52][CH2:51][CH2:50]7)=[C:46]([F:45])[CH:58]=6)=[CH:7][N:6]=5)[CH2:9]4)[N:16]=[N:17][C:18]3=[N:23][CH:22]=2)=[CH:31][C:28]=1[C:29]#[N:30] |f:1.2.3,6.7.8.9|. Reported procedure: In a pressure tube reactor, ((S)-5-(1-((4-(5-bromopyrimidin-2-yl)morpholine-2-yl)methyl)-1H-[1,2,3]triazolo[4,5-b]pyrazin-6-yl)-2-fluorobenzonitrile (40 mg, 0.08 mmol) was added, and then K2CO3 (33 mg, 0.24 mmol) was added. Pd(dppf)2Cl2 (3 mg, 0.004 mmol) was further added, and then 1,4-dioxane (2 mL) and water (0.5 mL) were added. 4-(2-fluoro-4-(4,4,5,5-tetramethyl-1,3,2-dioxaborolane-2-yl)benzyl)morpholine (12 g, 0.13 mmol) was added, and then stirred at room temperature under nitrogen gas for...